This data is from the Open Reaction Database (ORD), a public repository of structured organic reaction records. The task is: describe an organic reaction: reactants, conditions, products, and yield Starting materials: O=C([O-])[O-], COc1cc2c(Cl)ncnc2cc1OCCCN1CCCC1, [K+], [K+], CN(C)C=O, O, Cc1cc2cc(O)ccc2[nH]1. The product is COc1cc2c(Oc3ccc4[nH]c(C)cc4c3)ncnc2cc1OCCCN1CCCC1. RXN SMILES: [C:34](=[O:35])([O-:36])[O-:37].[Cl:1][c:2]1[n:3][cH:4][n:5][c:6]2[cH:7][c:8]([O:14][CH2:15][CH2:16][CH2:17][N:18]3[CH2:19][CH2:20][CH2:21][CH2:22]3)[c:9]([O:12][CH3:13])[cH:10][c:11]12.[K+:38].[K+:39].[O:41]=[CH:42][N:43]([CH3:44])[CH3:45].[OH2:40].[OH:23][c:24]1[cH:25][c:26]2[cH:27][c:28]([CH3:33])[nH:29][c:30]2[cH:31][cH:32]1>>[c:2]1([O:23][c:24]2[cH:25][c:26]3[cH:27][c:28]([CH3:33])[nH:29][c:30]3[cH:31][cH:32]2)[n:3][cH:4][n:5][c:6]2[cH:7][c:8]([O:14][CH2:15][CH2:16][CH2:17][N:18]3[CH2:19][CH2:20][CH2:21][CH2:22]3)[c:9]([O:12][CH3:13])[cH:10][c:11]12. Reactants: C([O-])(O)=O.[Na+] (sodium bicarbonate), ClC1=CC(=CC=C1)C(=O)OO (meta-chloroperbenzoic acid), C(C1=CC=CC=C1)(C1=CC=CC=C1)OC(=O)CC(=O)NC=1N2C(C(C2SCC1C1=CN=C(S1)NC(CCl)=O)SC1=CC(=C(C=C1)Cl)Cl)=O (2-benzhydryloxycarbonyl-3-(2-chloroacetamido-thiazol-5-yl)-7-(3,4-dichlorophenylthio)-acetamido-8-oxo-5-thia-1-azabicyclo[4.2.0]oct-2-ene). Solvent: C(Cl)Cl (methylene chloride), C(Cl)Cl (methylene chloride), C(Cl)Cl (methylene chloride). Run at time 30 minute. Yields the product C(C1=CC=CC=C1)(C1=CC=CC=C1)OC(=O)CC(=O)NC=1N2C(C(C2S(CC1C1=CN=C(S1)NC(CCl)=O)=O)SC1=CC(=C(C=C1)Cl)Cl)=O (2-Benzhydryloxycarbonyl-3-(2-chloroacetamido-thiazol-5-yl)-7-(3,4-dichlorophenylthio)-acetamido-8-oxo-5-thia-1-azabicyclo[4.2.0]oct-2-ene-5-oxide). Yield: 73.1%. Reaction SMILES: [CH:1]([O:14][C:15]([CH2:17][C:18]([NH:20][C:21]1[N:22]2[CH:25]([S:26][CH2:27][C:28]=1[C:29]1[S:33][C:32]([NH:34][C:35](=[O:38])[CH2:36][Cl:37])=[N:31][CH:30]=1)[CH:24]([S:39][C:40]1[CH:45]=[CH:44][C:43]([Cl:46])=[C:42]([Cl:47])[CH:41]=1)[C:23]2=[O:48])=[O:19])=[O:16])([C:8]1[CH:13]=[CH:12][CH:11]=[CH:10][CH:9]=1)[C:2]1[CH:7]=[CH:6][CH:5]=[CH:4][CH:3]=1.ClC1C=CC=C(C(OO)=[O:57])C=1.C(=O)(O)[O-].[Na+]>C(Cl)Cl>[CH:1]([O:14][C:15]([CH2:17][C:18]([NH:20][C:21]1[N:22]2[CH:25]([S:26](=[O:57])[CH2:27][C:28]=1[C:29]1[S:33][C:32]([NH:34][C:35](=[O:38])[CH2:36][Cl:37])=[N:31][CH:30]=1)[CH:24]([S:39][C:40]1[CH:45]=[CH:44][C:43]([Cl:46])=[C:42]([Cl:47])[CH:41]=1)[C:23]2=[O:48])=[O:19])=[O:16])([C:2]1[CH:3]=[CH:4][CH:5]=[CH:6][CH:7]=1)[C:8]1[CH:13]=[CH:12][CH:11]=[CH:10][CH:9]=1 |f:2.3|. Procedure: A solution of 2-benzhydryloxycarbonyl-3-(2-chloroacetamido-thiazol-5-yl)-7-(3,4-dichlorophenylthio)-acetamido-8-oxo-5-thia-1-azabicyclo[4.2.0]oct-2-ene (2 g) in methylene chloride (50 cc) is cooled to 0° C. and treated with an 85% strength solution of meta-chloroperbenzoic acid (0.45 g) in methylene chloride (10 cc). After 30 minutes at a temperature of between 0° and 5° C., the reaction mixture is diluted with methylene chloride (100 cc) and a saturated sodium bicarbonate solution (100 cc) is a... Starting materials: Cc1nn(C)c(Cl)c1S(=O)(=O)Nc1ccc(Cc2nc3c([nH]2)c(=O)n(C)c(=O)n3C)cc1, CO. Yields the product Cc1nn(C)cc1S(=O)(=O)Nc1ccc(Cc2nc3c([nH]2)c(=O)n(C)c(=O)n3C)cc1. Reaction SMILES: [CH3:1][n:2]1[c:3](=[O:32])[n:4]([CH3:31])[c:5]2[n:6][c:7]([CH2:12][c:13]3[cH:14][cH:15][c:16]([NH:19][S:20](=[O:21])(=[O:22])[c:23]4[c:24]([CH3:30])[n:25][n:26]([CH3:29])[c:27]4[Cl:28])[cH:17][cH:18]3)[nH:8][c:9]2[c:10]1=[O:11].[CH3:33][OH:34]>>[CH3:1][n:2]1[c:3](=[O:32])[n:4]([CH3:31])[c:5]2[n:6][c:7]([CH2:12][c:13]3[cH:14][cH:15][c:16]([NH:19][S:20](=[O:21])(=[O:22])[c:23]4[c:24]([CH3:30])[n:25][n:26]([CH3:29])[cH:27]4)[cH:17][cH:18]3)[nH:8][c:9]2[c:10]1=[O:11]. The reactants are Cl, Cc1cnc(NCC(F)(F)c2ccccn2)c(=O)n1CC(=O)O, NCCc1cccnc1. The product is Cc1cnc(NCC(F)(F)c2ccccn2)c(=O)n1CC(=O)NCCc1cccnc1. As a reaction SMILES: [ClH:33].[F:1][C:2]([CH2:3][NH:4][c:5]1[c:6](=[O:16])[n:7]([CH2:12][C:13](=[O:14])[OH:15])[c:8]([CH3:11])[cH:9][n:10]1)([c:17]1[n:18][cH:19][cH:20][cH:21][cH:22]1)[F:23].[NH2:24][CH2:25][CH2:26][c:27]1[cH:28][n:29][cH:30][cH:31][cH:32]1>>[F:1][C:2]([CH2:3][NH:4][c:5]1[c:6](=[O:16])[n:7]([CH2:12][C:13](=[O:15])[NH:24][CH2:25][CH2:26][c:27]2[cH:28][n:29][cH:30][cH:31][cH:32]2)[c:8]([CH3:11])[cH:9][n:10]1)([c:17]1[n:18][cH:19][cH:20][cH:21][cH:22]1)[F:23].